This data is from the Open Reaction Database (ORD), a public repository of structured organic reaction records. The task is: describe an organic reaction: reactants, conditions, products, and yield Reactants: C([O-])([O-])=O.[Na+].[Na+] (sodium carbonate), FC=1C(=NC=C(C1)C=1C=C2C(=NC1)N(C=C2I)S(=O)(=O)C2=CC=C(C)C=C2)NC(OC(C)(C)C)=O (tert-butyl (3-fluoro-5-(3-iodo-1-tosyl-1H-pyrrolo[2,3-b]pyridin-5-yl)pyridin-2-yl)carbamate), FC=1C=C(CN2N=CC(=C2)B2OC(C(O2)(C)C)(C)C)C=CC1 (1-(3-fluorobenzyl)-4-(4,4,5,5-tetramethyl-1,3,2-dioxaborolan-2-yl)-1H-pyrazole), FC=1C(=NC=C(C1)C=1C=C2C(=NC1)N(C=C2I)S(=O)(=O)C2=CC=C(C)C=C2)NC(OC(C)(C)C)=O (tert-butyl (3-fluoro-5-(3-iodo-1-tosyl-1H-pyrrolo[2,3-b]pyridin-5-yl)pyridin-2-yl)carbamate), FC=1C=C(CN2N=CC(=C2)B2OC(C(O2)(C)C)(C)C)C=CC1 (1-(3-fluorobenzyl)-4-(4,4,5,5-tetramethyl-1,3,2-dioxaborolan-2-yl)-1H-pyrazole). The reagents and catalysts are Cl[Pd]([P](C1=CC=CC=C1)(C2=CC=CC=C2)C3=CC=CC=C3)([P](C4=CC=CC=C4)(C5=CC=CC=C5)C6=CC=CC=C6)Cl (Pd(PPh3)2Cl2). The solvent is C1(=CC=CC=C1)C.C(C)O.O (toluene ethanol water). The product is FC=1C(=NC=C(C1)C=1C=C2C(=NC1)N(C=C2C=2C=NN(C2)CC2=CC(=CC=C2)F)S(=O)(=O)C2=CC=C(C)C=C2)NC(OC(C)(C)C)=O (tert-butyl (3-fluoro-5-(3-(1-(3-fluorobenzyl)-1H-pyrazol-4-yl)-1-tosyl-1H-pyrrolo[2,3-b]pyridin-5-yl)pyridin-2-yl)carbamate). Reaction SMILES: [F:1][C:2]1[C:3]([NH:28][C:29](=[O:35])[O:30][C:31]([CH3:34])([CH3:33])[CH3:32])=[N:4][CH:5]=[C:6]([C:8]2[CH:9]=[C:10]3[C:16](I)=[CH:15][N:14]([S:18]([C:21]4[CH:27]=[CH:26][C:24]([CH3:25])=[CH:23][CH:22]=4)(=[O:20])=[O:19])[C:11]3=[N:12][CH:13]=2)[CH:7]=1.[F:36][C:37]1[CH:38]=[C:39]([CH:55]=[CH:56][CH:57]=1)[CH2:40][N:41]1[CH:45]=[C:44](B2OC(C)(C)C(C)(C)O2)[CH:43]=[N:42]1.C(=O)([O-])[O-].[Na+].[Na+]>C1(C)C=CC=CC=1.C(O)C.O.Cl[Pd](Cl)([P](C1C=CC=CC=1)(C1C=CC=CC=1)C1C=CC=CC=1)[P](C1C=CC=CC=1)(C1C=CC=CC=1)C1C=CC=CC=1>[F:1][C:2]1[C:3]([NH:28][C:29](=[O:35])[O:30][C:31]([CH3:34])([CH3:33])[CH3:32])=[N:4][CH:5]=[C:6]([C:8]2[CH:9]=[C:10]3[C:16]([C:44]4[CH:43]=[N:42][N:41]([CH2:40][C:39]5[CH:55]=[CH:56][CH:57]=[C:37]([F:36])[CH:38]=5)[CH:45]=4)=[CH:15][N:14]([S:18]([C:21]4[CH:27]=[CH:26][C:24]([CH3:25])=[CH:23][CH:22]=4)(=[O:20])=[O:19])[C:11]3=[N:12][CH:13]=2)[CH:7]=1 |f:2.3.4,5.6.7,^1:77,96|. Reported procedure: Using similar reaction conditions as described in step-i of example-1, tert-butyl (3-fluoro-5-(3-iodo-1-tosyl-1H-pyrrolo[2,3-b]pyridin-5-yl)pyridin-2-yl)carbamate (intermediate 66T) (150 mg, 0.24 mmol) was coupled with 1-(3-fluorobenzyl)-4-(4,4,5,5-tetramethyl-1,3,2-dioxaborolan-2-yl)-1H-pyrazole (intermediate 11) (82 mg, 0.27 mmol) using Pd(PPh3)2Cl2 (8 mg, 0.012 mol) and sodium carbonate (76 mg, 0.72 mmol) in toluene/ethanol/water (10/10/2 mL) to afford 122 mg (crude) of the titled compound. M... Reactants: FC=1C=C2N=C(C(=NC2=CC1)NC(OCC)=O)OC (Ethyl N-(6-fluoro-3-methoxyquinoxalin-2-yl)carbamate), COC1=C(C=CC=C1)N1CCNCC1 (1-(2-methoxyphenyl)piperazine). Product: FC=1C=C2N=C(C(=NC2=CC1)NC(=O)N1CCN(CC1)C1=C(C=CC=C1)OC)OC (1-[(6-Fluoro-3-methoxyquinoxalin-2-yl)aminocarbonyl]-4-(2-methoxyphenyl)piperazine). The yield is 82.0%. As a reaction SMILES: [F:1][C:2]1[CH:3]=[C:4]2[C:9](=[CH:10][CH:11]=1)[N:8]=[C:7]([NH:12][C:13](=[O:17])OCC)[C:6]([O:18][CH3:19])=[N:5]2.[CH3:20][O:21][C:22]1[CH:27]=[CH:26][CH:25]=[CH:24][C:23]=1[N:28]1[CH2:33][CH2:32][NH:31][CH2:30][CH2:29]1>>[F:1][C:2]1[CH:3]=[C:4]2[C:9](=[CH:10][CH:11]=1)[N:8]=[C:7]([NH:12][C:13]([N:31]1[CH2:30][CH2:29][N:28]([C:23]3[CH:24]=[CH:25][CH:26]=[CH:27][C:22]=3[O:21][CH3:20])[CH2:33][CH2:32]1)=[O:17])[C:6]([O:18][CH3:19])=[N:5]2. Procedure: Ethyl N-(6-fluoro-3-methoxyquinoxalin-2-yl)carbamate and 1-(2-methoxyphenyl)piperazine were reacted by the same way with the example 85 to obtain the titled compound (yield, 82%). 1H NMR (200 MHz, CDCl3): δ 3.14-3.17 (m, 4H), 3.78-3.81 (m, 4H), 3.88 (s, 3H), 4.14 (s, 3H), 6.88-7.41 (m, 7H), 7.81 (dd, J=9.0 and 5.7 Hz. 1H). Reactants: COc1cccc(CC#N)c1, CN(C)CCCCl. Yields the product COc1cccc(C(C#N)CCCN(C)C)c1. RXN SMILES: [CH3:1][O:2][c:3]1[cH:4][c:5]([CH2:9][C:10]#[N:11])[cH:6][cH:7][cH:8]1.[Cl:12][CH2:13][CH2:14][CH2:15][N:16]([CH3:17])[CH3:18]>>[CH3:1][O:2][c:3]1[cH:4][c:5]([CH:9]([C:10]#[N:11])[CH2:13][CH2:14][CH2:15][N:16]([CH3:17])[CH3:18])[cH:6][cH:7][cH:8]1.